The task is: describe an organic reaction: reactants, conditions, products, and yield. This data is from the Open Reaction Database (ORD), a public repository of structured organic reaction records. The reactants are ClC=1C=C2CCC(NC2=CC1)=O (6-chloro-3,4-dihydro-1H-quinolin-2-one), [H-].[Na+] (NaH), BrCCCCl (1-bromo-3-chloropropane), C(CCC)C1CCNCC1 (4-butylpiperidine), C(=O)([O-])[O-].[K+].[K+] (K2CO3). Solvent: CN(C)C=O (DMF). Reaction conditions: time 0.5 hour. Product: C(CCC)C1CCN(CC1)CCCN1C(CCC2=CC(=CC=C12)Cl)=O (1-[3-(4-Butylpiperidin-1-yl)propyl]-6-chloro-3,4-dihydro-1H-quinolin-2-one). The yield is 235.5%. As a reaction SMILES: [Cl:1][C:2]1[CH:3]=[C:4]2[C:9](=[CH:10][CH:11]=1)[NH:8][C:7](=[O:12])[CH2:6][CH2:5]2.[H-].[Na+].Br[CH2:16][CH2:17][CH2:18]Cl.[CH2:20]([CH:24]1[CH2:29][CH2:28][NH:27][CH2:26][CH2:25]1)[CH2:21][CH2:22][CH3:23].C([O-])([O-])=O.[K+].[K+]>CN(C=O)C>[CH2:20]([CH:24]1[CH2:29][CH2:28][N:27]([CH2:16][CH2:17][CH2:18][N:8]2[C:9]3[C:4](=[CH:3][C:2]([Cl:1])=[CH:11][CH:10]=3)[CH2:5][CH2:6][C:7]2=[O:12])[CH2:26][CH2:25]1)[CH2:21][CH2:22][CH3:23] |f:1.2,5.6.7|. Procedure: A reaction flask was charged with 6-chloro-3,4-dihydro-1H-quinolin-2-one (107LH30) (0.100 g, 0.55 mmol) in dry DMF (2 mL) under Argon. NaH (60% in oil, 0.024 g, 0.60 mmol) was added and the mixture was stirred at rt for 0.5 h. Then 1-bromo-3-chloropropane (0.087 g, 0.55 mmol) was added followed by stirring at 30° for 20 h. The reaction mixture was quenched with water, and the product extracted into EtOAc. The combined organic layers were dried over Na2SO4, filtered, and concentrated. The crude m... Reactants: C(C)(C)(C)OC(NCCCN(CC)CC1=CC(=CC=C1)C1=NC(=NC=C1F)Cl)=O ((3-{[3-(2-Chloro-5-fluoro-pyrimidin-4-yl)-benzyl]-ethyl-amino}-propyl)-carbamic acid tert-butyl ester), FC=1C=C(C=CC1)CCN (2-(3-fluoro-phenyl)-ethylamine), 426. The product is C(C)N(CCCN)CC1=CC(=CC=C1)C1=NC(=NC=C1F)NCCC1=CC(=CC=C1)F (N1-Ethyl-N1-(3-{5-fluoro-2-[2-(3-fluoro-phenyl)-ethylamino]-pyrimidin-4-yl}-benzyl)-propane-1,3-diamine). RXN SMILES: C(OC(=O)[NH:7][CH2:8][CH2:9][CH2:10][N:11]([CH2:14][C:15]1[CH:20]=[CH:19][CH:18]=[C:17]([C:21]2[C:26]([F:27])=[CH:25][N:24]=[C:23](Cl)[N:22]=2)[CH:16]=1)[CH2:12][CH3:13])(C)(C)C.[F:30][C:31]1[CH:32]=[C:33]([CH2:37][CH2:38][NH2:39])[CH:34]=[CH:35][CH:36]=1>>[CH2:12]([N:11]([CH2:14][C:15]1[CH:20]=[CH:19][CH:18]=[C:17]([C:21]2[C:26]([F:27])=[CH:25][N:24]=[C:23]([NH:39][CH2:38][CH2:37][C:33]3[CH:34]=[CH:35][CH:36]=[C:31]([F:30])[CH:32]=3)[N:22]=2)[CH:16]=1)[CH2:10][CH2:9][CH2:8][NH2:7])[CH3:13]. Reported procedure: Intermediate 78 was coupled with 2-(3-fluoro-phenyl)-ethylamine following procedure Q. The resulting product was deprotected following procedure R. LC-MS showed the product had the expected M+H+ of 426. 1H NMR (Varian 300 MHz, CD3OD, shifts relative to the solvent peak at 3.3 ppm) δ 8.29 (d, 1H), 8.19 (s, 2H), 7.66 (m, 2H), 6.97 (m, 4H), 4.49 (s, 2H), 3.64 (t, 2H), 3.24 (m, 4H), 2.97 (t, 2H), 2.92 (t, 2H), 2.07 (m, 2H), 1.36 (t, 3H). Starting materials: COC(=O)C1=C(C(CC1)Br)C(=O)OC (3-Bromo-cyclopent-1-ene-1,2-dicarboxylic acid dimethyl ester), C(C)#N (acetonitril). The reagents and catalysts are [C-]#N.C(C)[N+](CC)(CC)CC (Tetraethylammoniumcyanide). Product: COC(=O)C1=C(C(CC1)C#N)C(=O)OC (3-Cyano-cyclopent-1-ene-1,2-dicarboxylic acid dimethyl ester). Isolated yield 25.0%. RXN SMILES: [CH3:1][O:2][C:3]([C:5]1[CH2:9][CH2:8][CH:7](Br)[C:6]=1[C:11]([O:13][CH3:14])=[O:12])=[O:4].[C:15](#[N:17])C>[C-]#N.C([N+](CC)(CC)CC)C>[CH3:1][O:2][C:3]([C:5]1[CH2:9][CH2:8][CH:7]([C:15]#[N:17])[C:6]=1[C:11]([O:13][CH3:14])=[O:12])=[O:4] |f:2.3|. Procedure: 3-Bromo-cyclopent-1-ene-1,2-dicarboxylic acid dimethyl ester was dissolved in acetonitril under inert conditions. Tetraethylammoniumcyanide (1.1 eq) was added in one portion. The mixture was stirred under inert gas until the reaction was finished (2 h monitored by TLC). The solvent was removed in vacuum and the residue was purified by flash chromatographie using a hexane/ethylacetat gradient to give 3-Cyano-cyclopent-1-ene-1,2-dicarboxylic acid dimethyl ester in 25% yield. Starting materials: P(=O)(Cl)(Cl)Cl (Phosphorus oxychloride), COC=1C=C2C(C(=CNC2=CC1OC)[N+](=O)[O-])=O (6,7-dimethoxy-3-nitro-1,4-dihydroquinolin-4-one). Solvent: CN(C)C=O (DMF). Conditions: temperature 100 celsius. Product: ClC1=C(C=NC2=CC(=C(C=C12)OC)OC)[N+](=O)[O-] (4-chloro-6,7-dimethoxy-3-nitroquinoline). The yield is 83.8%. As a reaction SMILES: P(Cl)(Cl)([Cl:3])=O.[CH3:6][O:7][C:8]1[CH:9]=[C:10]2[C:15](=[CH:16][C:17]=1[O:18][CH3:19])[NH:14][CH:13]=[C:12]([N+:20]([O-:22])=[O:21])[C:11]2=O>CN(C=O)C>[Cl:3][C:11]1[C:10]2[C:15](=[CH:16][C:17]([O:18][CH3:19])=[C:8]([O:7][CH3:6])[CH:9]=2)[N:14]=[CH:13][C:12]=1[N+:20]([O-:22])=[O:21]. Procedure details: Phosphorus oxychloride (1.69 g, 11 mmol) was added to a suspension of 6,7-dimethoxy-3-nitro-1,4-dihydroquinolin-4-one (2.5 g, 10 mmol) in anhydrous DMF (20 ml) and the mixture was heated at 100° C. for 30 minutes. The mixture was cooled and poured onto ice/water. The precipitate was collected by filtration, washed with water and dried under vacuum to give 4-chloro-6,7-dimethoxy-3-nitroquinoline (2.25 g, 83%).